describe an organic reaction: reactants, conditions, products, and yield From a dataset of the Open Reaction Database (ORD), a public repository of structured organic reaction records. Starting materials: SC1=C(C=CC=C1)C(C)=O (1-(2-sulfanylphenyl)ethanone), [OH-].[K+] (potassium hydroxide), Br.BrCCN (2-bromoethanamine hydrobromide). Run in C(C)O (ethanol). Run at time 6 hour. Product: CC1=NCCSC2=C1C=CC=C2 (5-methyl-2,3-dihydro-1,4-benzothiazepine). The yield is 79.4%. RXN SMILES: [SH:1][C:2]1[CH:7]=[CH:6][CH:5]=[CH:4][C:3]=1[C:8](=O)[CH3:9].[OH-].[K+].Br.Br[CH2:15][CH2:16][NH2:17]>C(O)C>[CH3:9][C:8]1[C:3]2[CH:4]=[CH:5][CH:6]=[CH:7][C:2]=2[S:1][CH2:15][CH2:16][N:17]=1 |f:1.2,3.4|. Reported procedure: To a solution of 1-(2-sulfanylphenyl)ethanone (6.40 g, 42.05 mmol) in ethanol (80 mL) was added an aqueous solution of potassium hydroxide (7.08 g, 126.14 mmol in 30 mL of water) and an aqueous solution of 2-bromoethanamine hydrobromide (9.48 g, 46.25 mmol in 30 mL of water). After being stirred at room temperature for 6 hours, the reaction mixture was concentrated in vacuo to remove most of ethanol and extracted with dichloromethane (60 mL×3). The combined organic layers were washed with brine ... The reactants are [Br-], [Li]CCCC, Cc1cccnc1C(=O)NC(C)(C)C, CCCCCC, ClCc1cccc(Cl)c1, [Na+], C1CCOC1, O. Yields the product CC(C)(C)NC(=O)c1ncccc1CCc1cccc(Cl)c1. As a reaction SMILES: [Br-:21].[CH2:15]([Li:16])[CH2:17][CH2:18][CH3:19].[CH3:1][C:2]([CH3:3])([CH3:4])[NH:5][C:6](=[O:7])[c:8]1[n:9][cH:10][cH:11][cH:12][c:13]1[CH3:14].[CH3:36][CH2:37][CH2:38][CH2:39][CH2:40][CH3:41].[Cl:22][c:23]1[cH:24][c:25]([CH2:26][Cl:27])[cH:28][cH:29][cH:30]1.[Na+:20].[O:31]1[CH2:32][CH2:33][CH2:34][CH2:35]1.[OH2:42]>>[CH3:1][C:2]([CH3:3])([CH3:4])[NH:5][C:6](=[O:7])[c:8]1[n:9][cH:10][cH:11][cH:12][c:13]1[CH2:14][CH2:26][c:25]1[cH:24][c:23]([Cl:22])[cH:30][cH:29][cH:28]1. The reactants are C(C(=C)CC(=O)OCCCC)(=O)OCCCC (Bis(butyl) itaconate), amine, C(C)C(CN)CCCC (2-Ethylhexylamine), amine, diester, product. Reaction conditions: temperature 75 celsius. The product is C(CCC)OC(=O)C1CN(C(C1)=O)CC(CCCC)CC (1-(2-ethylhexyl)-5-oxo-3-pyrrolidinecarboxylic acid butyl ester). Reaction SMILES: [C:1]([O:13][CH2:14][CH2:15][CH2:16][CH3:17])(=[O:12])[C:2]([CH2:4][C:5]([O:7]CCCC)=O)=[CH2:3].[CH2:18]([CH:20]([CH2:23][CH2:24][CH2:25][CH3:26])[CH2:21][NH2:22])[CH3:19]>>[CH2:14]([O:13][C:1]([CH:2]1[CH2:4][C:5](=[O:7])[N:22]([CH2:21][CH:20]([CH2:18][CH3:19])[CH2:23][CH2:24][CH2:25][CH3:26])[CH2:3]1)=[O:12])[CH2:15][CH2:16][CH3:17]. Reported procedure: Bis(butyl) itaconate (400 g; 1.65 Mol) was charged to a 1 L reaction vessel and the material stirred mechanically under nitrogen while heating to 75° C. 2-Ethylhexylamine (1.7 Mol; 219.7 g) was charged to a pressure-equalizing addition funnel and the amine added drop wise to the stirred diester over the course of one hour and stirred at 75° C. for 2 hours after amine addition. The reactor was equipped for distillation and the temperature was increased slowly to 130° C., holding at full vacuum un... Reactants: [BH4-], CCO, Cc1cc(C)c(C(=O)c2ccc(-n3ccnc3)c(Cl)c2)c(C)c1, [Na+], O. Product: Cc1cc(C)c(C(O)c2ccc(-n3ccnc3)c(Cl)c2)c(C)c1. As a reaction SMILES: [BH4-:24].[CH3:26][CH2:27][OH:28].[Cl:1][c:2]1[cH:3][c:4]([C:5](=[O:6])[c:7]2[c:8]([CH3:15])[cH:9][c:10]([CH3:14])[cH:11][c:12]2[CH3:13])[cH:16][cH:17][c:18]1-[n:19]1[cH:20][n:21][cH:22][cH:23]1.[Na+:25].[OH2:29]>>[Cl:1][c:2]1[cH:3][c:4]([CH:5]([OH:6])[c:7]2[c:8]([CH3:15])[cH:9][c:10]([CH3:14])[cH:11][c:12]2[CH3:13])[cH:16][cH:17][c:18]1-[n:19]1[cH:20][n:21][cH:22][cH:23]1.